Dataset: the Open Reaction Database (ORD), a public repository of structured organic reaction records. Task: describe an organic reaction: reactants, conditions, products, and yield Reaction SMILES: CO[C:3](=[O:23])[C:4]1[CH:9]=[CH:8][C:7]([O:10][CH2:11][C:12]2[C:13]([N:18]3[CH2:22][CH2:21][CH2:20][CH2:19]3)=[N:14][O:15][C:16]=2[CH3:17])=[N:6][CH:5]=1.[NH2:24][CH:25]1[CH2:30][CH2:29][O:28][CH2:27][CH2:26]1>>[CH3:17][C:16]1[O:15][N:14]=[C:13]([N:18]2[CH2:19][CH2:20][CH2:21][CH2:22]2)[C:12]=1[CH2:11][O:10][C:7]1[CH:8]=[CH:9][C:4]([C:3]([NH:24][CH:25]2[CH2:30][CH2:29][O:28][CH2:27][CH2:26]2)=[O:23])=[CH:5][N:6]=1. Procedure details: As described for example 40f, 6-(5-methyl-3-pyrrolidin-1-yl-isoxazol-4-ylmethoxy)-nicotinic acid methyl ester (100 mg, 0.28 mmol), was converted, using 4-aminotetrahydropyran instead of isopropylamine, to the title compound (30 mg, 49%) which was obtained as a white solid after purification by chromatography (silica, 40 to 90% ethyl acetate in heptane). MS: m/e=387.2 [M+H]+. The reactants are COC(C1=CN=C(C=C1)OCC=1C(=NOC1C)N1CCCC1)=O (6-(5-methyl-3-pyrrolidin-1-yl-isoxazol-4-ylmethoxy)-nicotinic acid methyl ester), NC1CCOCC1 (4-aminotetrahydropyran). Product: CC1=C(C(=NO1)N1CCCC1)COC1=NC=C(C(=O)NC2CCOCC2)C=C1 (6-((5-methyl-3-pyrrolidin-1-yl-isoxazol-4-yl)methoxy)-N-(tetrahydro-pyran-4-yl)-nicotinamide). Isolated yield 49.0%. Product: C(N)(=O)C=1N=NC(=CC1)N1N=C(C=C1C)C (3-carbamoyl-6-(3,5-dimethyl-1-pyrazolyl)-pyridazine). RXN SMILES: [C:1]([C:4]1[N:5]=[N:6][C:7]([NH:10][NH2:11])=[CH:8][CH:9]=1)(=[O:3])[NH2:2].[C:12]([CH2:15][C:16](=O)[CH3:17])(=O)[CH3:13]>C(O)C>[C:1]([C:4]1[N:5]=[N:6][C:7]([N:10]2[C:16]([CH3:17])=[CH:15][C:12]([CH3:13])=[N:11]2)=[CH:8][CH:9]=1)(=[O:3])[NH2:2]. Reported procedure: A mixture of 1.53 g (0.01 moles) of 3-carbamoyl-6-pyridazinyl-hydrazine, 1.1 g (0.011 moles) of acetylacetone and 15 ml ethanol is heated to reflux under stirring for 3 hours. After cooling the separated crystals are filtered, washed with ethanol and dried. Yield: 2.05 g (95%); m.p.: 256°-257° C. The reactants are C(N)(=O)C=1N=NC(=CC1)NN (3-carbamoyl-6-pyridazinyl-hydrazine), C(C)(=O)CC(C)=O (acetylacetone). Solvent: C(C)O (ethanol). Reaction conditions: time 3 hour. The reactants are FC=1C(=C(C(=O)O)C=CC1F)NC1=C(C=C(C=C1)I)F (3,4-difluoro-2-[(2-fluoro-4-iodophenyl)amino]benzoic acid), CN(C1CNC1)CCC1=NC=CC=C1 (N-methyl-N-(2-(pyridin-2-yl)ethyl)azetidin-3-amine), O=C1CN(C1)C(=O)OC(C)(C)C (tert-butyl 3-oxoazetidine-1-carboxylate). Yields the product FC=1C(=C(C=CC1F)C(=O)N1CC(C1)N1CC(CC1)N(C)C)NC1=C(C=C(C=C1)I)F (1-[1-({3,4-difluoro-2-[(2-fluoro-4-iodophenyl)amino]phenyl}-carbonyl)azetidin-3-yl]-N,N-dimethylpyrrolidin-3-amine). Reaction SMILES: [F:1][C:2]1[C:3]([NH:12][C:13]2[CH:18]=[CH:17][C:16]([I:19])=[CH:15][C:14]=2[F:20])=[C:4]([CH:8]=[CH:9][C:10]=1[F:11])[C:5]([OH:7])=O.C[N:22]([CH2:27][CH2:28][C:29]1[CH:34]=CC=[CH:31][N:30]=1)[CH:23]1[CH2:26][NH:25][CH2:24]1.O=[C:36]1CN(C(OC(C)(C)C)=O)C1>>[F:1][C:2]1[C:3]([NH:12][C:13]2[CH:18]=[CH:17][C:16]([I:19])=[CH:15][C:14]=2[F:20])=[C:4]([C:5]([N:25]2[CH2:24][CH:23]([N:22]3[CH2:27][CH2:28][CH:29]([N:30]([CH3:31])[CH3:36])[CH2:34]3)[CH2:26]2)=[O:7])[CH:8]=[CH:9][C:10]=1[F:11]. Procedure: The title compound was prepared by reacting 3,4-difluoro-2-[(2-fluoro-4-iodophenyl)amino]benzoic acid with N-methyl-N-(2-(pyridin-2-yl)ethyl)azetidin-3-amine. The azetidine intermediate was prepared using procedures similar to those described in Abdel-Magid, et. al., Tetrahedron Letters 1990, 31(39), 5595 starting with tert-butyl 3-oxoazetidine-1-carboxylate, which itself was prepared as described in Example 3. The title compound: 1H NMR (400 MHz, d6-DMSO): 8.56 (s, 1H), 7.58 (m, 1H), 7.38 (d, 1... The product is CC1=CC=NC=2CC(CC(C12)=O)C1=C(C=CC=C1)C (4-methyl-7-(2-methylphenyl)-5,6,7,8-tetrahydroquinolin-5-one). Reactants: CC1=C(C=CC=C1)C1CC(CC(C1)=O)=O (5-(2-methylphenyl)cyclohexane-1,3-dione), Cl.NCC#CC (1-amino-2-butyne hydrochloride), 4A, O1CCCC1 (tetrahydrofuran). Run at time 1 hour. Procedure details: To a mixture of 5-(2-methylphenyl)cyclohexane-1,3-dione (1.5 g), 1-amino-2-butyne hydrochloride (0.86 g), molecular sieves 4A (2 g) and tetrahydrofuran (20 ml) was added triethylamine (0.74 g), and the mixture was stirred at room temperature for 1 hour and then refluxed for 17 hours and cooled. Insoluble materials were filtered off. Under reduced pressure, the solvent was evaporated, and the residue was stirred at 220° C. for 4 hours, to which were added ethyl acetate and sodium hydrogen carbona... The solvent is C(C)N(CC)CC (triethylamine). The yield is 27.9%. Reaction SMILES: [CH3:1][C:2]1[CH:7]=[CH:6][CH:5]=[CH:4][C:3]=1[CH:8]1[CH2:13][C:12](=O)[CH2:11][C:10](=[O:15])[CH2:9]1.Cl.[NH2:17][CH2:18][C:19]#[C:20][CH3:21].O1CCCC1>C(N(CC)CC)C>[CH3:21][C:20]1[C:11]2[C:10](=[O:15])[CH2:9][CH:8]([C:3]3[CH:4]=[CH:5][CH:6]=[CH:7][C:2]=3[CH3:1])[CH2:13][C:12]=2[N:17]=[CH:18][CH:19]=1 |f:1.2|. The reactants are CC=1NC(=C(C(C1C(=O)OC(C)C)C1=C(C=CC=C1)[N+](=O)[O-])C(=O)OC)C=O (isopropyl 2-methyl-4-(2-nitrophenyl)-5-methoxycarbonyl-6-formyl-1,4-dihydropyridine-3-carboxylate), Cl.NO (hydroxylamine hydrochloride), C(C)(=O)[O-].[Na+] (sodium acetate). The solvent is C(C)(=O)O (acetic acid). Product: CC=1NC(=C(C(C1C(=O)OC(C)C)C1=C(C=CC=C1)[N+](=O)[O-])C(=O)OC)C=NO (isopropyl 2-methyl-4-(2-nitrophenyl)-5-methoxycarbonyl-6-hydroxyiminomethyl-1,4-dihydropyridine-3-carboxylate). RXN SMILES: [CH3:1][C:2]1[NH:3][C:4]([CH:27]=O)=[C:5]([C:23]([O:25][CH3:26])=[O:24])[CH:6]([C:14]2[CH:19]=[CH:18][CH:17]=[CH:16][C:15]=2[N+:20]([O-:22])=[O:21])[C:7]=1[C:8]([O:10][CH:11]([CH3:13])[CH3:12])=[O:9].Cl.[NH2:30][OH:31].C([O-])(=O)C.[Na+]>C(O)(=O)C>[CH3:1][C:2]1[NH:3][C:4]([CH:27]=[N:30][OH:31])=[C:5]([C:23]([O:25][CH3:26])=[O:24])[CH:6]([C:14]2[CH:19]=[CH:18][CH:17]=[CH:16][C:15]=2[N+:20]([O-:22])=[O:21])[C:7]=1[C:8]([O:10][CH:11]([CH3:13])[CH3:12])=[O:9] |f:1.2,3.4|. Procedure: A mixture of isopropyl 2-methyl-4-(2-nitrophenyl)-5-methoxycarbonyl-6-formyl-1,4-dihydropyridine-3-carboxylate (3.88 g), hydroxylamine hydrochloride (0.7644 g) and sodium acetate (1.0664 g) in acetic acid (20 ml) was stirred at room temperature for an hour to form isopropyl 2-methyl-4-(2-nitrophenyl)-5-methoxycarbonyl-6-hydroxyiminomethyl-1,4-dihydropyridine-3-carboxylate. To the reaction mixture was added acetic anhydride (3.37 g) and the mixture was heated at 95° to 100° C. for 6 hours. After ... The reactants are solution, B(Br)(Br)Br (boron tribromide), Cl.ClC1=C(CC2C(N(CC2)N2CCCCC2)=O)C(=CC(=C1)OC)Cl (3-(2,6-dichloro-4-methoxy-benzyl)-1-piperidin-1-yl-pyrrolidin-2-one hydrochloride). Solvent: ClCCl (dichloromethane), ClC(C)Cl (dichloroethane). Yields the product ClC1=C(C[C@H]2C(N(CC2)N2CCCCC2)=O)C(=CC(=C1)O)Cl ((R)-3-(2,6-Dichloro-4-hydroxy-benzyl)-1-piperidin-1-yl-pyrrolidin-2-one). The yield is 76.5%. Reaction SMILES: Cl.[Cl:2][C:3]1[CH:21]=[C:20]([O:22]C)[CH:19]=[C:18]([Cl:24])[C:4]=1[CH2:5][CH:6]1[CH2:10][CH2:9][N:8]([N:11]2[CH2:16][CH2:15][CH2:14][CH2:13][CH2:12]2)[C:7]1=[O:17].B(Br)(Br)Br>ClC(Cl)C.ClCCl>[Cl:2][C:3]1[CH:21]=[C:20]([OH:22])[CH:19]=[C:18]([Cl:24])[C:4]=1[CH2:5][C@@H:6]1[CH2:10][CH2:9][N:8]([N:11]2[CH2:16][CH2:15][CH2:14][CH2:13][CH2:12]2)[C:7]1=[O:17] |f:0.1|. Procedure details: Cool a solution of 3-(2,6-dichloro-4-methoxy-benzyl)-1-piperidin-1-yl-pyrrolidin-2-one hydrochloride (0.27 g) in dichloroethane (10 mL) to −20° C. and add 1 M solution of boron tribromide in dichloromethane (2.5 mL). Stir the reaction at −20° C. for 1 hour and at room temperature 12 hours. Partition the mixture with dichloromethane (20 mL) and saturated sodium bicarbonate (15 mL). Separate the organic layer. After drying the organic layer over sodium sulfate, filter and concentrate under vacuum ... Starting materials: [H-].[Na+] (NaH), ClC=1C=C(C=CC1)C=1C=C2C=CNC2=CC1 (5-(3-chlorophenyl)indole), O (water), C1(=CC=CC=C1)S(=O)(=O)Cl (phenylsulfonyl chloride). Solvent: C1CCOC1 (THF). Reaction conditions: time 8 hour. Product: C1(=CC=CC=C1)S(=O)(=O)N1C=CC2=CC(=CC=C12)C1=CC(=CC=C1)Cl (1-benzenesulfonyl-5-(3-chlorophenyl)-1H-indole). The yield is 42.2%. As a reaction SMILES: [H-].[Na+].[Cl:3][C:4]1[CH:5]=[C:6]([C:10]2[CH:11]=[C:12]3[C:16](=[CH:17][CH:18]=2)[NH:15][CH:14]=[CH:13]3)[CH:7]=[CH:8][CH:9]=1.[C:19]1([S:25](Cl)(=[O:27])=[O:26])[CH:24]=[CH:23][CH:22]=[CH:21][CH:20]=1.O>C1COCC1>[C:19]1([S:25]([N:15]2[C:16]3[C:12](=[CH:11][C:10]([C:6]4[CH:7]=[CH:8][CH:9]=[C:4]([Cl:3])[CH:5]=4)=[CH:18][CH:17]=3)[CH:13]=[CH:14]2)(=[O:27])=[O:26])[CH:24]=[CH:23][CH:22]=[CH:21][CH:20]=1 |f:0.1|. Procedure: To a stirred slurry of 0.61 g (12.7 mmol), 50% dispersion of NaH in mineral oil, in 36 mL anhydrous THF was added 2.15 g crude 5-(3-chlorophenyl)indole (Step 1 of Example 45). The solution was allowed to stir at room temperature 15 min upon which time 1.2 mL (9.4 mmol) phenylsulfonyl chloride was added dropwise. The solution was allowed to stir at room temperature overnight and was poured into water and extracted with EtOAc. The organic phase was dried over MgSO4 and concentrated. The crude prod... Reactants: CNC(C)C, Cn1c(C(F)(F)F)cc(=O)n(-c2cc(S(=O)(=O)N=C=O)c(Cl)cc2F)c1=O, ClCCCl. The product is CC(C)N(C)C(=O)NS(=O)(=O)c1cc(-n2c(=O)cc(C(F)(F)F)n(C)c2=O)c(F)cc1Cl. RXN SMILES: [CH3:28][NH:29][CH:30]([CH3:31])[CH3:32].[Cl:1][c:2]1[c:3]([S:22](=[O:23])(=[O:24])[N:25]=[C:26]=[O:27])[cH:4][c:5](-[n:9]2[c:10](=[O:21])[n:11]([CH3:20])[c:12]([C:16]([F:17])([F:18])[F:19])[cH:13][c:14]2=[O:15])[c:6]([F:8])[cH:7]1.[Cl:33][CH2:34][CH2:35][Cl:36]>>[Cl:1][c:2]1[c:3]([S:22](=[O:23])(=[O:24])[NH:25][C:26](=[O:27])[N:29]([CH3:28])[CH:30]([CH3:31])[CH3:32])[cH:4][c:5](-[n:9]2[c:10](=[O:21])[n:11]([CH3:20])[c:12]([C:16]([F:17])([F:18])[F:19])[cH:13][c:14]2=[O:15])[c:6]([F:8])[cH:7]1.